Dataset: the Open Reaction Database (ORD), a public repository of structured organic reaction records. Task: describe an organic reaction: reactants, conditions, products, and yield The reactants are OC(CCCCC)C#CCCCCCCCCCCCC.CC(=O)[O-] (6(±)-hydroxy-7-eicosyn methylcarboxylate), C(Br)(Br)(Br)Br.C1=CC=C(C=C1)P(C2=CC=CC=C2)C3=CC=CC=C3 (CBr4 Ph3P). Yields the product O[C@H](CCCCC)C#CCCCCCCCCCCCC.CC(=O)[O-] ((+) 6(R)-HYDROXY-7-EICOSYN METHYLCARBOXYLATE), (-) 6-bromo-7-yne-eicosanoates. RXN SMILES: [OH:1][CH:2]([C:8]#[C:9][CH2:10][CH2:11][CH2:12][CH2:13][CH2:14][CH2:15][CH2:16][CH2:17][CH2:18][CH2:19][CH2:20][CH3:21])[CH2:3][CH2:4][CH2:5][CH2:6][CH3:7].[CH3:22][C:23]([O-:25])=[O:24].C(Br)(Br)(Br)Br.C1C=CC(P(C2C=CC=CC=2)C2C=CC=CC=2)=CC=1>>[OH:1][C@@H:2]([C:8]#[C:9][CH2:10][CH2:11][CH2:12][CH2:13][CH2:14][CH2:15][CH2:16][CH2:17][CH2:18][CH2:19][CH2:20][CH3:21])[CH2:3][CH2:4][CH2:5][CH2:6][CH3:7].[CH3:22][C:23]([O-:25])=[O:24] |f:0.1,2.3,4.5|. Procedure details: This compound was prepared by reaction of 6(±)-hydroxy-7-eicosyn-methylcarboxylate (preparative example V) with CBr4 /Ph3P reagent in exactly the same manner as described in preparative example VIII. Note: By use of the corresponding 6-R, and 6-S alcohols (preparative example VI) the optically active (+) and (-) 6-bromo-7-yne-eicosanoates were also obtained. Starting materials: N([C@@H](CC1=CC(=CC=C1)F)C(=O)N([C@@H](C(C)C)C(=O)N([C@@H](CC1=CC(=C(C=C1)O)C(C)(C)C)C(=O)N)C)C)C(=O)OC(C)(C)C (Boc-Phe(3-F)-N-Me-Val-N-Me-Tyr(3-tBu)-NH2). Run in C(Cl)Cl (methylene chloride), C(=O)(C(F)(F)F)O (TFA). Conditions: time 15 minute. Yields the product N[C@@H](CC1=CC(=CC=C1)F)C(=O)N([C@@H](C(C)C)C(=O)N([C@@H](CC1=CC(=C(C=C1)O)C(C)(C)C)C(=O)N)C)C (Phe(3-F)-N-Me-Val-N-Me-Tyr(3-tBu)-NH2). The yield is 86.8%. Reaction SMILES: [NH:1](C(OC(C)(C)C)=O)[C@H:2]([C:11]([N:13]([CH3:38])[C@H:14]([C:18]([N:20]([CH3:37])[C@H:21]([C:34]([NH2:36])=[O:35])[CH2:22][C:23]1[CH:28]=[CH:27][C:26]([OH:29])=[C:25]([C:30]([CH3:33])([CH3:32])[CH3:31])[CH:24]=1)=[O:19])[CH:15]([CH3:17])[CH3:16])=[O:12])[CH2:3][C:4]1[CH:9]=[CH:8][CH:7]=[C:6]([F:10])[CH:5]=1>C(Cl)Cl.C(O)(C(F)(F)F)=O>[NH2:1][C@H:2]([C:11]([N:13]([CH3:38])[C@H:14]([C:18]([N:20]([CH3:37])[C@H:21]([C:34]([NH2:36])=[O:35])[CH2:22][C:23]1[CH:28]=[CH:27][C:26]([OH:29])=[C:25]([C:30]([CH3:31])([CH3:32])[CH3:33])[CH:24]=1)=[O:19])[CH:15]([CH3:17])[CH3:16])=[O:12])[CH2:3][C:4]1[CH:9]=[CH:8][CH:7]=[C:6]([F:10])[CH:5]=1. Procedure: To a solution of Boc-Phe(3-F)-N-Me-Val-N-Me-Tyr(3-tBu)-NH2 (0.33 g, 0.525 mmol) in methylene chloride (3 ml), TFA (1.5 ml) was added, stirred for 15 min. and then evaporated to remove the solvent under reduced pressure. The residue was mixed with methylene chloride, washed with a saturated aqueous NaHCO3 solution, dried over anhydrous magnesium sulfate and evaporated to remove the solvent under reduced pressure. The thus obtained residue was subjected to silica gel column chromatography (develop...